From a dataset of the Open Reaction Database (ORD), a public repository of structured organic reaction records. describe an organic reaction: reactants, conditions, products, and yield Starting materials: C(C=C)N (allylamine), BrC1=NC2=C(N1[C@H]1[C@H](O)[C@H](O)[C@H](O1)C)C=C(C(=C2)Cl)Cl (2-bromo-5,6-dichloro-1-(5-deoxy-beta-D-ribofuranosyl)-1H-benzimidazole). Run in C(Cl)Cl (CH2Cl2). Yields the product ClC1=CC2=C(N(C(=N2)NCC=C)[C@H]2[C@H](O)[C@H](O)[C@H](O2)C)C=C1Cl (5,6-Dichloro-1-(5-deoxy-beta-D-ribofuranosyl)-N-(2-propenyl)-1H-benzimidazol-2-amine). Isolated yield 83.1%. As a reaction SMILES: [CH2:1]([NH2:4])[CH:2]=[CH2:3].Br[C:6]1[N:10]([C@@H:11]2[O:17][C@H:16]([CH3:18])[C@@H:14]([OH:15])[C@H:12]2[OH:13])[C:9]2[CH:19]=[C:20]([Cl:24])[C:21]([Cl:23])=[CH:22][C:8]=2[N:7]=1>C(Cl)Cl>[Cl:23][C:21]1[C:20]([Cl:24])=[CH:19][C:9]2[N:10]([C@@H:11]3[O:17][C@H:16]([CH3:18])[C@@H:14]([OH:15])[C@H:12]3[OH:13])[C:6]([NH:4][CH2:1][CH:2]=[CH2:3])=[N:7][C:8]=2[CH:22]=1. Reported procedure: Following General Procedure V, allylamine (Aldrich, 5 mL, 66.64 mmol), and 2-bromo-5,6-dichloro-1-(5-deoxy-beta-D-ribofuranosyl)-1H-benzimidazole (250 mg, 0.65 mmol) reacted for 92 h. Purification on a silica gel column with 1:25 methanol:CH2Cl2 gave the title compound (195 mg, 0.54 mmol, 84%); MS (EI): m/z (rel. intensity) 358 (0.05, M+); 1H NMR (DMSO-d6) δ7.41 (s, 1H, Ar—H), 7.36 (s, 1H, Ar—H), 7.10 (t, 1H, NH, J=11.2 Hz), 5.94 (m, 1H, CH), 5.70 (d, 1H, CH, J=6.5 Hz), 5.25 (m, 3H, overlapping ...